This data is from the Open Reaction Database (ORD), a public repository of structured organic reaction records. The task is: describe an organic reaction: reactants, conditions, products, and yield Starting materials: ClC1=CC=C(N)C=C1 (4-chloroaniline), C1C2N(CCN1CCCC(=O)O)CCCC2 (4-(Octahydro-2H-pyrido[1,2-a]pyrazin-2-yl)butyric acid). Yields the product ClC1=CC=C(C=C1)NC(CCCN1CC2N(CC1)CCCC2)=O (N-(4-Chlorophenyl)-4-(octahydro-2H-pyrido[1,2-a]pyrazin-2-yl)-butyramide). As a reaction SMILES: [Cl:1][C:2]1[CH:8]=[CH:7][C:5]([NH2:6])=[CH:4][CH:3]=1.[CH2:9]1[N:14]([CH2:15][CH2:16][CH2:17][C:18](O)=[O:19])[CH2:13][CH2:12][N:11]2[CH2:21][CH2:22][CH2:23][CH2:24][CH:10]12>>[Cl:1][C:2]1[CH:8]=[CH:7][C:5]([NH:6][C:18](=[O:19])[CH2:17][CH2:16][CH2:15][N:14]2[CH2:13][CH2:12][N:11]3[CH2:21][CH2:22][CH2:23][CH2:24][CH:10]3[CH2:9]2)=[CH:4][CH:3]=1. Reported procedure: The procedure is as for Example 2 using as substrate 4-chloroaniline and the compound obtained in Step B of Example 2. Starting materials: CCOC(C)=O, O=[N+]([O-])c1ccc2[nH]nc(I)c2c1, I. The product is Nc1ccc2[nH]nc(I)c2c1. RXN SMILES: [CH3:15][CH2:16][O:17][C:18]([CH3:19])=[O:20].[I:1][c:2]1[n:3][nH:4][c:5]2[cH:6][cH:7][c:8]([N+:11]([O-:12])=[O:13])[cH:9][c:10]12.[IH:14]>>[I:1][c:2]1[n:3][nH:4][c:5]2[cH:6][cH:7][c:8]([NH2:11])[cH:9][c:10]12. Starting materials: N1C=CC2=NC=CC=C12 (4-azaindole), OC=1C=CC=C2C=CC=NC12 (8-hydroxyquinoline), C([O-])([O-])=O.[K+].[K+] (potassium carbonate), IC1=CC=CC=C1 (iodobenzene), [OH-].[NH4+] (ammonium hydroxide). The reagents and catalysts are [Cu]I (copper(I) iodide). Solvent: CS(=O)C (DMSO), CC(OCC)=O (EA). Reaction conditions: temperature 130 celsius, time 3 hour. Product: C1(=CC=CC=C1)N1C=CC2=NC=CC=C21 (1-Phenyl-1H-pyrrolo[3,2-b]pyridine). Yield: 188.4%. Reaction SMILES: [NH:1]1[C:9]2[C:4](=[N:5][CH:6]=[CH:7][CH:8]=2)[CH:3]=[CH:2]1.O[C:11]1[CH:12]=[CH:13][CH:14]=[C:15]2[C:20]=1N=CC=C2.C(=O)([O-])[O-].[K+].[K+].IC1C=CC=CC=1.[OH-].[NH4+]>CS(C)=O.[Cu]I.CC(=O)OCC>[C:11]1([N:1]2[C:9]3[C:4](=[N:5][CH:6]=[CH:7][CH:8]=3)[CH:3]=[CH:2]2)[CH:12]=[CH:13][CH:14]=[CH:15][CH:20]=1 |f:2.3.4,6.7|. Procedure: To a mixture of 4-azaindole (1.20 g, 10.2 mmol), copper(I) iodide (290 mg, 1.53 mmol), 8-hydroxyquinoline (221 mg, 1.53 mmol) and potassium carbonate (1.55 g, 11.2 mmol) in DMSO (24 ml) was added iodobenzene (1.25 ml, 11.2 mmol). The reaction mixture was stirred at 130° C. for 3 h. The mixture was then cooled to room temperature and a solution of ammonium hydroxide (10% in water) and EA were added. The organic layer was separated, washed twice with brine, dried over sodium sulfate, filtered and ... Product: O1C(=CC2=C1C=CC=C2)COC=2C=C(C=CC2)C(CCCCC)O (1-[3-(2-benzofurylmethoxy)phenyl]-1-hexanol). Isolated yield 92.5%. Reaction SMILES: Br[CH2:2][C:3]1[O:4][C:5]2[CH:11]=[CH:10][CH:9]=[CH:8][C:6]=2[CH:7]=1.[OH:12][C:13]1[CH:14]=[C:15]([CH:19]([OH:25])[CH2:20][CH2:21][CH2:22][CH2:23][CH3:24])[CH:16]=[CH:17][CH:18]=1.[OH-].[Na+].O>CS(C)=O>[O:4]1[C:5]2[CH:11]=[CH:10][CH:9]=[CH:8][C:6]=2[CH:7]=[C:3]1[CH2:2][O:12][C:13]1[CH:14]=[C:15]([CH:19]([OH:25])[CH2:20][CH2:21][CH2:22][CH2:23][CH3:24])[CH:16]=[CH:17][CH:18]=1 |f:2.3|. Solvent: CS(=O)C (DMSO). Procedure details: 2-Bromomethylbenzofuran (5 g, 0.024 mol) and 1-(3-hydroxyphenyl)-1-hexanol (4.7 g,0.024 mol) were dissolved in DMSO (75 ml). To this clear, homogeneous solution was added an aqueous solution of sodium hydroxide (12.5 ml, 2N solution; 0.025 mol NaOH). Immediately after the sodium hydroxide solution was added, the reaction mixture became warm (45°-50° C.). This clear, homogeneous solution was stirred at room temperature for 6 hours, and then poured into water (300 ml). The organics were extracted ... The reactants are [OH-].[Na+] (sodium hydroxide), O (water), BrCC=1OC2=C(C1)C=CC=C2 (2-Bromomethylbenzofuran), OC=1C=C(C=CC1)C(CCCCC)O (1-(3-hydroxyphenyl)-1-hexanol), [OH-].[Na+] (sodium hydroxide). Run at time 6 hour. Starting materials: CNc1ncnc2c(N3CCS(=O)CC3)nc(Cl)nc12, NCCO. Product: CNc1ncnc2c(N3CCS(=O)CC3)nc(NCCO)nc12. As a reaction SMILES: [Cl:1][c:2]1[n:3][c:4]([N:14]2[CH2:15][CH2:16][S:17](=[O:20])[CH2:18][CH2:19]2)[c:5]2[c:6]([n:7]1)[c:8]([NH:12][CH3:13])[n:9][cH:10][n:11]2.[OH:21][CH2:22][CH2:23][NH2:24]>>[c:2]1([NH:24][CH2:23][CH2:22][OH:21])[n:3][c:4]([N:14]2[CH2:15][CH2:16][S:17](=[O:20])[CH2:18][CH2:19]2)[c:5]2[c:6]([n:7]1)[c:8]([NH:12][CH3:13])[n:9][cH:10][n:11]2.